From a dataset of the Open Reaction Database (ORD), a public repository of structured organic reaction records. describe an organic reaction: reactants, conditions, products, and yield The reactants are NC[C@H]1N(CCC[C@H]1C)C(=O)C1=NC(=CC=C1C1=NC=CC=N1)C (((2S,3R)-2-(aminomethyl)-3-methylpiperidin-1-yl)(6-methyl-3-(pyrimidin-2-yl)pyridin-2-yl)methanone), FC1=NC=C(C=C1)C(F)(F)F (2-fluoro-5-trifluoromethylpyridine). Product: C[C@H]1[C@H](N(CCC1)C(=O)C1=NC(=CC=C1C1=NC=CC=N1)C)CNC1=NC=C(C=C1)C(F)(F)F (((2S,3R)-3-Methyl-2-(((5-(trifluoromethyl)pyridin-2-yl)amino)methyl)piperidin-1-yl)(6-methyl-3-(pyrimidin-2-yl)pyridin-2-yl)methanone). Reaction SMILES: [NH2:1][CH2:2][C@@H:3]1[C@H:8]([CH3:9])[CH2:7][CH2:6][CH2:5][N:4]1[C:10]([C:12]1[C:17]([C:18]2[N:23]=[CH:22][CH:21]=[CH:20][N:19]=2)=[CH:16][CH:15]=[C:14]([CH3:24])[N:13]=1)=[O:11].F[C:26]1[CH:31]=[CH:30][C:29]([C:32]([F:35])([F:34])[F:33])=[CH:28][N:27]=1>>[CH3:9][C@@H:8]1[CH2:7][CH2:6][CH2:5][N:4]([C:10]([C:12]2[C:17]([C:18]3[N:23]=[CH:22][CH:21]=[CH:20][N:19]=3)=[CH:16][CH:15]=[C:14]([CH3:24])[N:13]=2)=[O:11])[C@@H:3]1[CH2:2][NH:1][C:26]1[CH:31]=[CH:30][C:29]([C:32]([F:35])([F:34])[F:33])=[CH:28][N:27]=1. Reported procedure: The title compound was prepared following the same general protocol as described for Example A1, using ((2S,3R)-2-(aminomethyl)-3-methylpiperidin-1-yl)(6-methyl-3-(pyrimidin-2-yl)pyridin-2-yl)methanone and 2-fluoro-5-trifluoromethylpyridine. ESI-MS (m/z): 471 [M+1]+. Starting materials: [H-].[Na+] (sodium hydride), N1C=CC2=CC=CC=C12 (indole), ICCOC (2-iodoethylmethylether). Solvent: CN(C)C=O (DMF), CN(C)C=O (DMF). Run at time 1.5 hour. Product: COCCN1C=CC2=CC=CC=C12 (1-(2-methoxy-ethyl)-1H-indole). The yield is 92.4%. RXN SMILES: [H-].[Na+].[NH:3]1[C:11]2[C:6](=[CH:7][CH:8]=[CH:9][CH:10]=2)[CH:5]=[CH:4]1.I[CH2:13][CH2:14][O:15][CH3:16]>CN(C=O)C>[CH3:16][O:15][CH2:14][CH2:13][N:3]1[C:11]2[C:6](=[CH:7][CH:8]=[CH:9][CH:10]=2)[CH:5]=[CH:4]1 |f:0.1|. Reported procedure: To a slurry of sodium hydride (0.932 g, 23.0 mmol) in DMF (30 mL) was added indole (2.52 g, 21 mmol) portionwise at 10-20° C. over 5 minutes. The reaction mixture was stirred at rt for 1.5 h, and 2-iodoethylmethylether (4.8 g, 26 mmol) in DMF (10 mL) was added over 5 minutes. The mixture was stirred at rt for 2 h, quenched with ice/water, and extracted with tert-butylmethylether. The organics were washed, dried, and concentrated. The residue was chromatographed on silica gel using heptane/ethyl ... The reactants are CC1=NC2=C(C=CC=C2C=C1)C(=O)O (2-methylquinoline-8-carboxylic acid), Cl[Si](C)(C)C (chlorotrimethylsilane). Run in CO (MeOH). Yields the product CC1=NC2=C(C=CC=C2C=C1)C(=O)OC (methyl 2-methylquinoline-8-carboxylate). Isolated yield 32.5%. As a reaction SMILES: [CH3:1][C:2]1[CH:11]=[CH:10][C:9]2[C:4](=[C:5]([C:12]([OH:14])=[O:13])[CH:6]=[CH:7][CH:8]=2)[N:3]=1.Cl[Si](C)(C)[CH3:17]>CO>[CH3:1][C:2]1[CH:11]=[CH:10][C:9]2[C:4](=[C:5]([C:12]([O:14][CH3:17])=[O:13])[CH:6]=[CH:7][CH:8]=2)[N:3]=1. Procedure details: To a stirred solution of 2-methylquinoline-8-carboxylic acid (0.830 g, 4.43 mmol) in MeOH (20 mL) was added dropwise chlorotrimethylsilane (2.41 g, 22.2 mmol). The reaction mixture was heated at reflux overnight. After cooling, the reaction was concentrated under reduced pressure. The residue was dissolved in water and basified by dropwise addition of saturated aqueous NaHCO3 solution. The mixture was extracted with EtOAc. The combined organic layers were washed with brine, dried and concentrate... Reactants: CC1CNCC(C)N1, CCN(C(C)C)C(C)C, Clc1cccnc1Cl, CN(C)C=O. Yields the product CC1CN(c2ncccc2Cl)CC(C)N1. As a reaction SMILES: [CH3:1][CH:2]1[NH:3][CH:4]([CH3:8])[CH2:5][NH:6][CH2:7]1.[CH:17]([N:18]([CH:19]([CH3:20])[CH3:21])[CH2:22][CH3:23])([CH3:24])[CH3:25].[Cl:9][c:10]1[n:11][cH:12][cH:13][cH:14][c:15]1[Cl:16].[O:26]=[CH:27][N:28]([CH3:29])[CH3:30]>>[CH3:1][CH:2]1[NH:3][CH:4]([CH3:8])[CH2:5][N:6]([c:10]2[n:11][cH:12][cH:13][cH:14][c:15]2[Cl:16])[CH2:7]1. Reactants: c1ccc2c(c1)CC1OC21, N. Product: NC1c2ccccc2CC1O. Reaction SMILES: [CH:1]12[CH:2]([CH2:3][c:4]3[cH:5][cH:6][cH:7][cH:8][c:9]31)[O:10]2.[NH3:11]>>[CH:1]1([NH2:11])[CH:2]([OH:10])[CH2:3][c:4]2[cH:5][cH:6][cH:7][cH:8][c:9]21. Reactants: [BH4-], C=CCOc1ccccc1CO, CO, [Na+], O=[O+][O-]. The product is OCCOc1ccccc1CO. As a reaction SMILES: [BH4-:16].[CH2:4]([CH:5]=[CH2:6])[O:7][c:8]1[c:9]([CH2:10][OH:11])[cH:12][cH:13][cH:14][cH:15]1.[CH3:18][OH:19].[Na+:17].[O-:1][O+:2]=[O:3]>>[OH:1][CH2:5][CH2:4][O:7][c:8]1[c:9]([CH2:10][OH:11])[cH:12][cH:13][cH:14][cH:15]1. Starting materials: O=C1CCC(=O)N1Br, COc1cccc2cc(S(C)(=O)=O)oc12, CC#N. Product: COc1ccc(Br)c2cc(S(C)(=O)=O)oc12. Reaction SMILES: [Br:16][N:17]1[C:18](=[O:19])[CH2:20][CH2:21][C:22]1=[O:23].[CH3:1][S:2](=[O:3])(=[O:4])[c:5]1[o:6][c:7]2[c:8]([cH:9]1)[cH:10][cH:11][cH:12][c:13]2[O:14][CH3:15].[CH3:24][C:25]#[N:26]>>[CH3:1][S:2](=[O:3])(=[O:4])[c:5]1[o:6][c:7]2[c:8]([cH:9]1)[c:10]([Br:16])[cH:11][cH:12][c:13]2[O:14][CH3:15].